From a dataset of the Open Reaction Database (ORD), a public repository of structured organic reaction records. describe an organic reaction: reactants, conditions, products, and yield As a reaction SMILES: [H-].[Al+3].[Li+].[H-].[H-].[H-].[C:7]([C:10]1[CH:15]=[CH:14][C:13]([N:16]2[C:21]3=[N:22][C:23]4[C:24](=[C:25]([C:30](OC)=[O:31])[CH:26]=[CH:27][C:28]=4[Cl:29])[N:20]3[CH2:19][CH2:18][CH2:17]2)=[C:12]([CH3:34])[CH:11]=1)(=[O:9])[NH2:8].O.O.O.O.O.O.O.O.O.O.S([O-])([O-])(=O)=O.[Na+].[Na+]>O1CCCC1>[Cl:29][C:28]1[C:23]2[N:22]=[C:21]3[N:16]([C:13]4[CH:14]=[CH:15][C:10]([C:7]([NH2:8])=[O:9])=[CH:11][C:12]=4[CH3:34])[CH2:17][CH2:18][CH2:19][N:20]3[C:24]=2[C:25]([CH2:30][OH:31])=[CH:26][CH:27]=1 |f:0.1.2.3.4.5,7.8.9.10.11.12.13.14.15.16.17.18.19|. Yield: 93.6%. Procedure: To a suspension of lithium aluminum hydride (142 mg, 3.74 mmol) in tetrahydrofuran (12 mL) was added a suspension of methyl 1-(4-carbamoyl-2-methylphenyl)-9-chloro-1,2,3,4-tetrahydropyrimido[1,2-a]benzimidazole-6-carboxylate (500 mg, 1.25 mmol) in tetrahydrofuran (24 mL) at 0° C., and the resultant mixture was stirred at 0° C. for 1 h. After sodium sulfate decahydrate (1.4 g) was added at 0° C., the resultant mixture was filtered and concentrated in vacuo to give the title compound as a yellow s... Starting materials: C(N)(=O)C1=CC(=C(C=C1)N1CCCN2C1=NC=1C2=C(C=CC1Cl)C(=O)OC)C (methyl 1-(4-carbamoyl-2-methylphenyl)-9-chloro-1,2,3,4-tetrahydropyrimido[1,2-a]benzimidazole-6-carboxylate), O.O.O.O.O.O.O.O.O.O.S(=O)(=O)([O-])[O-].[Na+].[Na+] (sodium sulfate decahydrate), [H-].[Al+3].[Li+].[H-].[H-].[H-] (lithium aluminum hydride), resultant mixture. The product is ClC1=CC=C(C=2N3C(=NC21)N(CCC3)C3=C(C=C(C(=O)N)C=C3)C)CO (4-[9-Chloro-6-(hydroxymethyl)-3,4-dihydropyrimido[1,2-a]benzimidazol-1(2H)-yl]-3-methylbenzamide). Solvent: O1CCCC1 (tetrahydrofuran), O1CCCC1 (tetrahydrofuran).